This data is from the Open Reaction Database (ORD), a public repository of structured organic reaction records. The task is: describe an organic reaction: reactants, conditions, products, and yield The reagents and catalysts are [Pd] (palladium). Run in CO (MeOH). The product is FC1=C(C=CC(=C1)F)N1N=CC(=C1NCC)N (1-(2,4-difluorophenyl)-N5-ethyl-1H-pyrazole-4,5-diamine). As a reaction SMILES: [F:1][C:2]1[CH:7]=[C:6]([F:8])[CH:5]=[CH:4][C:3]=1[N:9]1[C:13]([NH:14][CH2:15][CH3:16])=[C:12]([N:17]=O)[CH:11]=[N:10]1.[H][H]>CO.[Pd]>[F:1][C:2]1[CH:7]=[C:6]([F:8])[CH:5]=[CH:4][C:3]=1[N:9]1[C:13]([NH:14][CH2:15][CH3:16])=[C:12]([NH2:17])[CH:11]=[N:10]1. Procedure details: A solution of 1-(2,4-difluorophenyl)-N-ethyl-4-nitroso-1H-pyrazol-5-amine (1.21 g, 5 mmol) in 20 mL of MeOH was hydrogenated for 3 h with hydrogen gas in a balloon in the presence of palladium (200 mg of the 10% wt. on activated carbon). The reaction mixture was filtered through a pad of celite washing with MeOH. The solvent was removed on the rotovap affording 1-(2,4-difluorophenyl)-N5-ethyl-1H-pyrazole-4,5-diamine as a bright orange viscous oil. This material was used without purification. MS ... The reactants are FC1=C(C=CC(=C1)F)N1N=CC(=C1NCC)N=O (1-(2,4-difluorophenyl)-N-ethyl-4-nitroso-1H-pyrazol-5-amine), [H][H] (hydrogen). Starting materials: BrC1=CC=C2C(=N1)SC(=N2)NC(C2=CC=C(C=C2)C(CO)(C)C)=O (N-(5-bromothiazolo[5,4-b]pyridin-2-yl)-4-(1-hydroxy-2-methylpropan-2-yl)benzamide), CC1=NNC=C1B1OC(C(O1)(C)C)(C)C (3-methyl-4-(4,4,5,5-tetramethyl-1,3,2-dioxaborolan-2-yl)-1H-pyrazole). The product is OCC(C)(C)C1=CC=C(C(=O)NC=2SC3=NC(=CC=C3N2)C=2C(=NNC2)C)C=C1 (4-(1-hydroxy-2-methylpropan-2-yl)-N-(5-(3-methyl-1H-pyrazol-4-yl)thiazolo[5,4-b]pyridin-2-yl)benzamide). Yield: 20.0%. As a reaction SMILES: Br[C:2]1[N:7]=[C:6]2[S:8][C:9]([NH:11][C:12](=[O:24])[C:13]3[CH:18]=[CH:17][C:16]([C:19]([CH3:23])([CH3:22])[CH2:20][OH:21])=[CH:15][CH:14]=3)=[N:10][C:5]2=[CH:4][CH:3]=1.[CH3:25][C:26]1[C:30](B2OC(C)(C)C(C)(C)O2)=[CH:29][NH:28][N:27]=1>>[OH:21][CH2:20][C:19]([C:16]1[CH:17]=[CH:18][C:13]([C:12]([NH:11][C:9]2[S:8][C:6]3[C:5]([N:10]=2)=[CH:4][CH:3]=[C:2]([C:30]2[C:26]([CH3:25])=[N:27][NH:28][CH:29]=2)[N:7]=3)=[O:24])=[CH:14][CH:15]=1)([CH3:23])[CH3:22]. Procedure details: The titled compound (yield=20%, white solid) was prepared using a procedure analogous to that described in connection with 9 (Example 9) except 2F (Example 2) and 3-methyl-4-(4,4,5,5-tetramethyl-1,3,2-dioxaborolan-2-yl)-1H-pyrazole were used as starting materials. 1H NMR (400 MHz, DMSO-d6) δ ppm 1.27 (s, 6H) 2.59 (br. s., 3H) 3.49 (br. s., 2H) 7.57 (d, J=8.34 Hz, 2H) 7.74 (d, J=8.59 Hz, 1H) 8.02 (br. s., 1H) 8.05-8.13 (m, 3H) 12.86 (s, 1H); ESI-MS: m/z 408.0 (M+H)+. Starting materials: ClC1=NC=C(C(=N1)Cl)C(C)O ((±)-1-(2,4-Dichloro-pyrimidin-5-yl)-ethanol), C(C)(C)N(CC)C(C)C (diisopropylethylamine), P(=O)(Br)(Br)Br (Phosphorus oxybromide). Solvent: C(C)(=O)OCC (ethyl acetate), O (water), BrCBr (dibromomethane). Run at time 20 minute. Product: ClC1=NC=C(C(=N1)Cl)C(C)Br ((±)-2,4-dichloro-5-(1-bromoethyl)-pyrimidine). Reaction SMILES: [Cl:1][C:2]1[N:7]=[C:6]([Cl:8])[C:5]([CH:9](O)[CH3:10])=[CH:4][N:3]=1.C(N(C(C)C)CC)(C)C.P(Br)(Br)([Br:23])=O>BrCBr.C(OCC)(=O)C.O>[Cl:1][C:2]1[N:7]=[C:6]([Cl:8])[C:5]([CH:9]([Br:23])[CH3:10])=[CH:4][N:3]=1. Procedure details: A solution of (±)-1-(2,4-dichloro-pyrimidin-5-yl)-ethanol (0.50 g; 2.60 mmol) (from Example 1a supra) and diisopropylethylamine (1.10 mL; 6.25 mmol) (Aldrich) in dibromomethane (0.35 mL) was cooled to 15° C. Phosphorus oxybromide (0.73 g; 2.83 mmol) was added in one portion. Cooling bath was removed and reaction mixture was stirred at room temperature. After 20 minutes, the reaction was diluted with ethyl acetate and water. The organic phase was washed with brine and then dried over anhydrous so...